From a dataset of the Open Reaction Database (ORD), a public repository of structured organic reaction records. describe an organic reaction: reactants, conditions, products, and yield Starting materials: C1CC2=NCCCN2C1 (DBN), [Mg+2].[Cl-].[Cl-] (MgCl2). Run in CC(=O)C (acetone). Product: C1CC2=NCCCN2C1.[Mg+2].[Cl-].[Cl-] (DBN MgCl2). Isolated yield 75.1%. RXN SMILES: [CH2:1]1[CH2:9][N:8]2[C:3](=[N:4][CH2:5][CH2:6][CH2:7]2)[CH2:2]1.[Mg+2:10].[Cl-:11].[Cl-]>CC(C)=O>[CH2:1]1[CH2:9][N:8]2[C:3](=[N:4][CH2:5][CH2:6][CH2:7]2)[CH2:2]1.[Mg+2:10].[Cl-:11].[Cl-:11] |f:1.2.3,5.6.7.8|. Procedure details: 124.2 g (1.0 mole) of DBN and 47.6 g (0.5 moles) of anhydrous MgCl2 were refluxed in 250 g of acetone with heating for 10 hours, and then cooled. The deposited crystals were recovered therefrom by filtration, washed with acetone and dried, whereby 129.0 g of DBN/MgCl2 complex compound was obtained (yield: 75.1%). The reactants are CCOC(C)=O, O=C(Nc1ccc2c(ccn2CCCN2C(=O)c3ccccc3C2=O)c1)c1nc2ccc(Cl)cc2n1Cc1ccccc1, CCO, CCCCCC, NN, O. The product is NCCCn1ccc2cc(NC(=O)c3nc4ccc(Cl)cc4n3Cc3ccccc3)ccc21. RXN SMILES: [C:56]([O:57][CH2:58][CH3:59])(=[O:60])[CH3:61].[CH2:1]([c:2]1[cH:3][cH:4][cH:5][cH:6][cH:7]1)[n:8]1[c:9]([C:18](=[O:19])[NH:20][c:21]2[cH:22][c:23]3[cH:24][cH:25][n:26]([CH2:30][CH2:31][CH2:32][N:33]4[C:34](=[O:35])[c:36]5[cH:37][cH:38][cH:39][cH:40][c:41]5[C:42]4=[O:43])[c:27]3[cH:28][cH:29]2)[n:10][c:11]2[c:12]1[cH:13][c:14]([Cl:17])[cH:15][cH:16]2.[CH3:44][CH2:45][OH:46].[CH3:50][CH2:51][CH2:52][CH2:53][CH2:54][CH3:55].[NH2:48][NH2:49].[OH2:47]>>[CH2:1]([c:2]1[cH:3][cH:4][cH:5][cH:6][cH:7]1)[n:8]1[c:9]([C:18](=[O:19])[NH:20][c:21]2[cH:22][c:23]3[cH:24][cH:25][n:26]([CH2:30][CH2:31][CH2:32][NH2:33])[c:27]3[cH:28][cH:29]2)[n:10][c:11]2[c:12]1[cH:13][c:14]([Cl:17])[cH:15][cH:16]2. The reactants are ClC1=NN=C(C2=CC=CC=C12)Cl (1,4-dichlorophthalazine), CC1(NCCNC1)C (2,2-dimethyl piperazine). The solvent is CCC(=O)C (MEK), ClCCl (dichloromethane). The product is ClC1=NN=C(C2=CC=CC=C12)N1CC(NCC1)(C)C (1-chloro-4-(3,3-dimethylpiperazin-1-yl)phthalazine). RXN SMILES: Cl[C:2]1[C:11]2[C:6](=[CH:7][CH:8]=[CH:9][CH:10]=2)[C:5]([Cl:12])=[N:4][N:3]=1.[CH3:13][C:14]1([CH3:20])[CH2:19][NH:18][CH2:17][CH2:16][NH:15]1>CCC(C)=O.ClCCl>[Cl:12][C:5]1[C:6]2[C:11](=[CH:10][CH:9]=[CH:8][CH:7]=2)[C:2]([N:18]2[CH2:17][CH2:16][NH:15][C:14]([CH3:20])([CH3:13])[CH2:19]2)=[N:3][N:4]=1. Procedure details: 1,4-dichlorophthalazine (1 g, 5 mmol) and 2,2-dimethyl piperazine (1.75 g, 15 mmol, 3 eq) were slurried in 5 mL of MEK for 3 h at 45° C. After cooling to rt, the reaction was diluted with 150 mL of dichloromethane and washed with 1×20 mL of sat. NaHCO3 and 1×20 mL of sat. NaCl solution. The organic layer was dried over MgSO4, filtered, and concentrated. Purification by column chromatography (100:5→8:1 dichloromethane:methanol:triethylamine) afforded 1-chloro-4-(3,3-dimethylpiperazin-1-yl)phthala... Starting materials: CCOP(=O)(CC#N)OCC, CC(C)(C)[O-], [K+], COC(=O)C1CC(=O)C1, C1CCOC1. The product is COC(=O)C1CC(=CC#N)C1. Reaction SMILES: [C:7](#[N:8])[CH2:9][P:10](=[O:11])([O:12][CH2:13][CH3:14])[O:15][CH2:16][CH3:17].[CH3:1][C:2]([CH3:3])([O-:4])[CH3:5].[K+:6].[O:18]=[C:19]1[CH2:20][CH:21]([C:23](=[O:24])[O:25][CH3:26])[CH2:22]1.[O:27]1[CH2:28][CH2:29][CH2:30][CH2:31]1>>[C:7](#[N:8])[CH:9]=[C:19]1[CH2:20][CH:21]([C:23](=[O:24])[O:25][CH3:26])[CH2:22]1. The reactants are BrC(C(=O)OCC)C(=O)OCC (diethyl bromomalonate), N1=CC=CC=C1 (pyridine), ClC1=CC=C(N)C=C1 (p-Chloroaniline). Solvent: C1=CC=CC=C1 (benzene). Reaction conditions: time 8 hour. The product is ClC1=CC=C(NC(C(=O)OCC)C(=O)OCC)C=C1 (diethyl p-chloroanilinomalonate). Yield: 34.8%. RXN SMILES: [Cl:1][C:2]1[CH:8]=[CH:7][C:5]([NH2:6])=[CH:4][CH:3]=1.Br[CH:10]([C:16]([O:18][CH2:19][CH3:20])=[O:17])[C:11]([O:13][CH2:14][CH3:15])=[O:12].N1C=CC=CC=1>C1C=CC=CC=1>[Cl:1][C:2]1[CH:8]=[CH:7][C:5]([NH:6][CH:10]([C:11]([O:13][CH2:14][CH3:15])=[O:12])[C:16]([O:18][CH2:19][CH3:20])=[O:17])=[CH:4][CH:3]=1. Procedure: p-Chloroaniline (2 g) was dissolved in dry benzene (20 ml), and diethyl bromomalonate (3.8 g) and then dry pyridine (1.3 ml) were added. The mixture was refluxed with stirring overnight. The solvent was distilled off under reduced pressure, and then water was added. The mixture was extracted with chloroform twice. The chloroform layers were washed with water twice and dried over anhydrous sodium sulfate. The solvent was distilled off under reduced pressure. The residue (3.34 g) was purified by s... Reactants: ClC1=CC=C(CN2C(=NC3=C2C=C(C(=C3)F)N3CCNCC3)COC3=CC=CC=C3)C=C1 (1-(4-chloro-benzyl)-5-fluoro-2-phenoxymethyl-6-piperazin-1-yl-1H-benzoimidazole), TEA, C1(CC1)C(=O)Cl (cyclopropanecarbonyl chloride). Procedure: 72 mg of 1-(4-chloro-benzyl)-5-fluoro-2-phenoxymethyl-6-piperazin-1-yl-1H-benzoimidazole (0.16 mmol) and 0.033 ml TEA (0.24 mmol) were dissolved in 1.5 ml dichloromethane and treated with 0.0145 ml cyclopropanecarbonyl chloride (0.2 mmol). After 1.5 h of stirring at rt, the reaction mixture was diluted with dichloromethane, washed with water, saturated sodium bicarbonate and brine, dried with magnesium sulfate, filtered and concentrated in vacuo, leading to 82 mg white solid (98%). MS (ISP) 519.... Conditions: time 1.5 hour. Product: ClC1=CC=C(CN2C(=NC3=C2C=C(C(=C3)F)N3CCN(CC3)C(=O)C3CC3)COC3=CC=CC=C3)C=C1 ({4-[3-(4-Chloro-benzyl)-6-fluoro-2-phenoxymethyl-3H-benzoimidazol-5-yl]-piperazin-1-yl}-cyclopropyl-methanone). Run in ClCCl (dichloromethane), ClCCl (dichloromethane). Reaction SMILES: [Cl:1][C:2]1[CH:32]=[CH:31][C:5]([CH2:6][N:7]2[C:11]3[CH:12]=[C:13]([N:17]4[CH2:22][CH2:21][NH:20][CH2:19][CH2:18]4)[C:14]([F:16])=[CH:15][C:10]=3[N:9]=[C:8]2[CH2:23][O:24][C:25]2[CH:30]=[CH:29][CH:28]=[CH:27][CH:26]=2)=[CH:4][CH:3]=1.[CH:33]1([C:36](Cl)=[O:37])[CH2:35][CH2:34]1>ClCCl>[Cl:1][C:2]1[CH:32]=[CH:31][C:5]([CH2:6][N:7]2[C:11]3[CH:12]=[C:13]([N:17]4[CH2:22][CH2:21][N:20]([C:36]([CH:33]5[CH2:35][CH2:34]5)=[O:37])[CH2:19][CH2:18]4)[C:14]([F:16])=[CH:15][C:10]=3[N:9]=[C:8]2[CH2:23][O:24][C:25]2[CH:30]=[CH:29][CH:28]=[CH:27][CH:26]=2)=[CH:4][CH:3]=1. Starting materials: ClC=1C=CC2=C(NC(C(=C(C2=O)I)OC)=O)C1 (8-Chloro-4-iodo-3-methoxy-2,5-dioxo-2,5-dihydro-1H-benz[b]azepine), C(CCC)[Sn](C1=CC=C(C=C1)[N+](=O)[O-])(CCCC)CCCC (tributyl(4-nitrophenyl)tin). The reagents and catalysts are [CH2-]C1=CC=CC=C1.C1=CC=C(C=C1)P(C2=CC=CC=C2)C3=CC=CC=C3.C1=CC=C(C=C1)P(C2=CC=CC=C2)C3=CC=CC=C3.Cl[Pd+] (trans-benzyl(chloro)bis(triphenylphosphine)palladium(II)). Run in C1(=CC=CC=C1)C (toluene). Product: ClC=1C=CC2=C(NC(C(=C(C2=O)C2=CC=C(C=C2)[N+](=O)[O-])OC)=O)C1 (8-Chloro-3-methoxy-4-(4-nitrophenyl)-2,5-dioxo-2,5-dihydro-1H-benz[b]azepine). The yield is 60.8%. RXN SMILES: [Cl:1][C:2]1[CH:3]=[CH:4][C:5]2[C:11](=[O:12])[C:10](I)=[C:9]([O:14][CH3:15])[C:8](=[O:16])[NH:7][C:6]=2[CH:17]=1.C([Sn](CCCC)(CCCC)[C:23]1[CH:28]=[CH:27][C:26]([N+:29]([O-:31])=[O:30])=[CH:25][CH:24]=1)CCC>C1(C)C=CC=CC=1.[CH2-]C1C=CC=CC=1.C1C=CC(P(C2C=CC=CC=2)C2C=CC=CC=2)=CC=1.C1C=CC(P(C2C=CC=CC=2)C2C=CC=CC=2)=CC=1.Cl[Pd+]>[Cl:1][C:2]1[CH:3]=[CH:4][C:5]2[C:11](=[O:12])[C:10]([C:23]3[CH:28]=[CH:27][C:26]([N+:29]([O-:31])=[O:30])=[CH:25][CH:24]=3)=[C:9]([O:14][CH3:15])[C:8](=[O:16])[NH:7][C:6]=2[CH:17]=1 |f:3.4.5.6|. Procedure: 8-Chloro-4-iodo-3-methoxy-2,5-dioxo-2,5-dihydro-1H-benz[b]azepine (0.50 g) was dissolved in toluene (12 mL). To this stirred suspension was added trans-benzyl(chloro)bis(triphenylphosphine)palladium(II) (0.050 g) and tributyl(4-nitrophenyl)tin (0.70 g). The resulting suspension was stirred at reflux for 48 hours, then cooled to room temperature, applied directly to a silica column (1.5 cm by 15 cm), and eluted with dichloromethane (250 mL), (ether:dichloromethane (20:80)(250 mL), and methanol:di... Starting materials: [Cl-].[Ca+2].[Cl-] (calcium chloride), Cl (hydrochloric acid), 21, COC=1C=CC2=C(SC3=C(C(C2)O)C=C(C=C3)SC)C1 (10,11-dihydro-3-methoxy-8-(methylthio)-dibenzo[b,f]thiepin-10-ol). Run in C1=CC=CC=C1 (benzene). Reaction conditions: time 3 hour. The product is ClC1CC2=C(SC3=C1C=C(C=C3)SC)C=C(C=C2)OC (10-chloro-10,11-dihydro-3-methoxy-8-(methylthio)-dibenzo[b,f]thiepin). Reaction SMILES: [CH3:1][O:2][C:3]1[CH:4]=[CH:5][C:6]2[CH2:12][CH:11](O)[C:10]3[CH:14]=[C:15]([S:18][CH3:19])[CH:16]=[CH:17][C:9]=3[S:8][C:7]=2[CH:20]=1.[Cl-:21].[Ca+2].[Cl-].Cl>C1C=CC=CC=1>[Cl:21][CH:11]1[C:10]2[CH:14]=[C:15]([S:18][CH3:19])[CH:16]=[CH:17][C:9]=2[S:8][C:7]2[CH:20]=[C:3]([O:2][CH3:1])[CH:4]=[CH:5][C:6]=2[CH2:12]1 |f:1.2.3|. Procedure details: 15.7 G. of 10,11-dihydro-3-methoxy-8-(methylthio)-dibenzo[b,f]thiepin-10-ol, 250 ml. of benzene and 6 g. of finely pulverized calcium chloride are saturated with hydrochloric acid gas over a period of 21/2 hours at 15° and subsequently stirred for an additional 3 hours. After the addition of 0.8 g. of activated charcoal, the mixture is filtered and washed with benzene. The benzene phase is evaporated under reduced pressure, whereby there is obtained 10-chloro-10,11-dihydro-3-methoxy-8-(methylthi... The reactants are [Li+].[OH-] (LiOH), ClC1=CC=C(C=C1)SC1=C(N(C=2CCCC(C12)=O)CC(=O)OCC)C (ethyl [3-(4-chlorophenylsulfanyl)-2-methyl-4-oxo-4,5,6,7-tetrahydro-1H-indol-1-yl]acetate). Run in C1CCOC1 (THF), CO (MeOH). Run at time 1 hour. Yields the product ClC1=CC=C(C=C1)SC1=C(N(C=2CCCC(C12)=O)CC(=O)O)C ([3-(4-Chlorophenylsulfanyl)-2-methyl-4-oxo-4,5,6,7-tetrahydro-1H-indol-1-yl]acetic acid). Reaction SMILES: [Li+].[OH-].[Cl:3][C:4]1[CH:9]=[CH:8][C:7]([S:10][C:11]2[C:19]3[C:18](=[O:20])[CH2:17][CH2:16][CH2:15][C:14]=3[N:13]([CH2:21][C:22]([O:24]CC)=[O:23])[C:12]=2[CH3:27])=[CH:6][CH:5]=1>C1COCC1.CO>[Cl:3][C:4]1[CH:9]=[CH:8][C:7]([S:10][C:11]2[C:19]3[C:18](=[O:20])[CH2:17][CH2:16][CH2:15][C:14]=3[N:13]([CH2:21][C:22]([OH:24])=[O:23])[C:12]=2[CH3:27])=[CH:6][CH:5]=1 |f:0.1|. Reported procedure: A solution of LiOH (1.79 g, 1.77 g corrected for assay, 42.2 mmol) was added to a stirred solution of ethyl [3-(4-chlorophenylsulfanyl)-2-methyl-4-oxo-4,5,6,7-tetrahydro-1H-indol-1-yl]acetate (7.5 g, 5.33 g corrected for assay, 14.1 mmol) in a mixture of THF (27 mL) and MeOH (27 mL). The mixture was stirred for 1 h. The solvents were removed in vacuo (45 mbar) at 45° C. until the volume of the mixture was ˜20 mL. Water (27 mL) and CH2Cl2 (27 mL) was added and the mixture stirred for 5 mins. The ... Starting materials: C(Br)(Br)(Br)Br (carbon tetrabromide), [C@@H]1([C@H](O)[C@H](O)[C@@H](CO)O1)N1C(=O)NC(=O)C=C1 (Uridine), C1(=CC=CC=C1)P(C1=CC=CC=C1)C1=CC=CC=C1 (triphenylphosphine), [N-]=[N+]=[N-].[Li+] (lithium azide). The solvent is C(Cl)(Cl)Cl.CO (chloroform methanol), CN(C)C=O (DMF), CO (methanol). Reaction conditions: time 2 hour. Yields the product N(=[N+]=[N-])C[C@@H]1[C@H]([C@H]([C@@H](O1)N1C(=O)NC(=O)C=C1)O)O (5′-azido-5′-deoxyuridine). Yield: 94.2%. As a reaction SMILES: [C@@H:1]1([N:10]2[CH:17]=[CH:16][C:14](=[O:15])[NH:13][C:11]2=[O:12])[O:9][C@H:6]([CH2:7]O)[C@@H:4]([OH:5])[C@H:2]1[OH:3].C1(P(C2C=CC=CC=2)C2C=CC=CC=2)C=CC=CC=1.[N-:37]=[N+:38]=[N-:39].[Li+].C(Br)(Br)(Br)Br>CN(C=O)C.C(Cl)(Cl)Cl.CO.CO>[N:37]([CH2:7][C@H:6]1[O:9][C@@H:1]([N:10]2[CH:17]=[CH:16][C:14](=[O:15])[NH:13][C:11]2=[O:12])[C@H:2]([OH:3])[C@@H:4]1[OH:5])=[N+:38]=[N-:39] |f:2.3,6.7|. Procedure: Uridine (5.5 g, 22.5 mmol), triphenylphosphine (11.8 g, 45.0 mmol) and lithium azide (5.51 g, 112.6 mmol) were dissolved in dried DMF (120 ml). Then, carbon tetrabromide (14.92 g, 45.0 mmol) was added with vigorous stirring and after 2 hours of stirring, about 5 ml of methanol was added to terminate the reaction. The DMF was distilled off under reduced pressure, and the residue was purified by column chromatography (silica gel; chloroform-methanol (30:1 v/v) to give 5′-azido-5′-deoxyuridine (5.4...